describe an organic reaction: reactants, conditions, products, and yield From a dataset of the Open Reaction Database (ORD), a public repository of structured organic reaction records. The reactants are CC(C)(C)OC(=O)CBr, [H-], [Na+], O=C(NC1CN(c2ccccc2)c2ccccc2NC1=O)OCc1ccccc1, C1CCOC1, O. The product is CC(C)(C)OC(=O)CN1C(=O)C(NC(=O)OCc2ccccc2)CN(c2ccccc2)c2ccccc21. As a reaction SMILES: [Br:32][CH2:33][C:34](=[O:35])[O:36][C:37]([CH3:38])([CH3:39])[CH3:40].[H-:30].[Na+:31].[O:1]=[C:2]1[CH:3]([NH:19][C:20](=[O:21])[O:22][CH2:23][c:24]2[cH:25][cH:26][cH:27][cH:28][cH:29]2)[CH2:4][N:5]([c:13]2[cH:14][cH:15][cH:16][cH:17][cH:18]2)[c:6]2[c:7]([cH:9][cH:10][cH:11][cH:12]2)[NH:8]1.[O:42]1[CH2:43][CH2:44][CH2:45][CH2:46]1.[OH2:41]>>[O:1]=[C:2]1[CH:3]([NH:19][C:20](=[O:21])[O:22][CH2:23][c:24]2[cH:25][cH:26][cH:27][cH:28][cH:29]2)[CH2:4][N:5]([c:13]2[cH:14][cH:15][cH:16][cH:17][cH:18]2)[c:6]2[c:7]([cH:9][cH:10][cH:11][cH:12]2)[N:8]1[CH2:33][C:34](=[O:35])[O:36][C:37]([CH3:38])([CH3:39])[CH3:40]. Reactants: CCOC(=O)CC(Cc1ccc(-c2ccccc2)cc1)NC(=O)OC(C)(C)C, C1COCCO1, Cl. Yields the product CCOC(=O)CC(N)Cc1ccc(-c2ccccc2)cc1, Cl. RXN SMILES: [CH2:1]([CH3:2])[O:3][C:4]([CH2:5][CH:6]([CH2:7][c:8]1[cH:9][cH:10][c:11](-[c:14]2[cH:15][cH:16][cH:17][cH:18][cH:19]2)[cH:12][cH:13]1)[NH:20][C:21]([O:22][C:23]([CH3:24])([CH3:25])[CH3:26])=[O:27])=[O:28].[CH2:30]1[O:31][CH2:32][CH2:33][O:34][CH2:35]1.[ClH:29]>>[CH2:1]([CH3:2])[O:3][C:4]([CH2:5][CH:6]([CH2:7][c:8]1[cH:9][cH:10][c:11](-[c:14]2[cH:15][cH:16][cH:17][cH:18][cH:19]2)[cH:12][cH:13]1)[NH2:20])=[O:28].[ClH:29]. The reactants are CN(C)C(=O)Oc3ccc2cc(c1ccccc1)ccc2c3 (substrate), CCO[Si](OCC)(OCC)c1cccc(C)c1 (effective_coupling_partner). The reagents and catalysts are dcype. Run at temperature 120 celsius, time 12 hour. Yields the product Cc4cccc(c3ccc2cc(c1ccccc1)ccc2c3)c4.